Dataset: the Open Reaction Database (ORD), a public repository of structured organic reaction records. Task: describe an organic reaction: reactants, conditions, products, and yield Starting materials: Cl.FC1=CC=C2C(=CN(C2=C1)S(=O)(=O)C1=CC=CC=C1)C=1C=NN(C1)CCN (2-(4-(6-fluoro-1-(phenylsulfonyl)-1H-indol-3-yl)-1H-pyrazol-1-yl)ethanamine hydrochloride), Cl.FC1=CC=C2C(=CN(C2=C1)S(=O)(=O)C1=CC=CC=C1)C=1C=NN(C1)CCN (2-(4-(6-fluoro-1-(phenylsulfonyl)-1H-indol-3-yl)-1H-pyrazol-1-yl)ethanamine hydrochloride), CS(=O)(=O)Cl (MsCl). Reagents/catalysts: CN(C)C=1C=CN=CC1 (DMAP). Run in N1=CC=CC=C1 (pyridine). Run at time 8 hour. The product is FC1=CC=C2C(=CN(C2=C1)S(=O)(=O)C1=CC=CC=C1)C=1C=NN(C1)CCNS(=O)(=O)C (N-(2-(4-(6-fluoro-1-(phenylsulfonyl)-1H-indol-3-yl)-1H-pyrazol-1-yl)ethyl)methanesulfonamide). Isolated yield 120.1%. Reaction SMILES: Cl.[F:2][C:3]1[CH:11]=[C:10]2[C:6]([C:7]([C:21]3[CH:22]=[N:23][N:24]([CH2:26][CH2:27][NH2:28])[CH:25]=3)=[CH:8][N:9]2[S:12]([C:15]2[CH:20]=[CH:19][CH:18]=[CH:17][CH:16]=2)(=[O:14])=[O:13])=[CH:5][CH:4]=1.[CH3:29][S:30](Cl)(=[O:32])=[O:31]>CN(C1C=CN=CC=1)C.N1C=CC=CC=1>[F:2][C:3]1[CH:11]=[C:10]2[C:6]([C:7]([C:21]3[CH:22]=[N:23][N:24]([CH2:26][CH2:27][NH:28][S:30]([CH3:29])(=[O:32])=[O:31])[CH:25]=3)=[CH:8][N:9]2[S:12]([C:15]2[CH:16]=[CH:17][CH:18]=[CH:19][CH:20]=2)(=[O:14])=[O:13])=[CH:5][CH:4]=1 |f:0.1|. Reported procedure: To the solution of 2-(4-(6-fluoro-1-(phenylsulfonyl)-1H-indol-3-yl)-1H-pyrazol-1-yl)ethanamine hydrochloride (Intermediate 19; 228 mg; 0.54 mmol) and DMAP (3 mg; 0.02 mmol) in pyridine (4 mL), was added MsCl (0.07 mL; 0.90 mmol) under nitrogen at 0° C. The reaction was warmed to r.t. and stirred overnight. The reaction mixture was concentrated and the residue was diluted with EtOAc (20 mL), washed with aqueous HCl (10 mL; 1 M), water (10 mL), brine (10 mL). The organic layer was dried over anhyd... Starting materials: CC(C)(C)C#C/C=C/CN(C)CC=1C=CC=C2C1C=CC=C2.Cl (terbinafine hydrochloride), N (ammonia), C(C(O)C)(=O)O (lactic acid). The product is CC(C)(C)C#C/C=C/CN(C)CC=1C=CC=C2C1C=CC=C2.C(C(O)C)(=O)[O-] (terbinafine lactate). The yield is 91.1%. Reaction SMILES: [CH3:1][C:2]([C:5]#[C:6]/[CH:7]=[CH:8]/[CH2:9][N:10]([CH2:12][C:13]1[CH:14]=[CH:15][CH:16]=[C:17]2[CH:22]=[CH:21][CH:20]=[CH:19][C:18]=12)[CH3:11])([CH3:4])[CH3:3].Cl.N.[C:25]([OH:30])(=[O:29])[CH:26]([CH3:28])[OH:27]>>[CH3:4][C:2]([C:5]#[C:6]/[CH:7]=[CH:8]/[CH2:9][N:10]([CH2:12][C:13]1[CH:14]=[CH:15][CH:16]=[C:17]2[CH:22]=[CH:21][CH:20]=[CH:19][C:18]=12)[CH3:11])([CH3:1])[CH3:3].[C:25]([O-:30])(=[O:29])[CH:26]([CH3:28])[OH:27] |f:0.1,4.5|. Reported procedure: The reaction was conducted in the same manner as Example 1 with the difference that 17.5 g terbinafine-hydrochloride obtained in Step B were converted into the base by adding aqueous ammonia. The obtained product was reacted with 5 g lactic acid. 18.5 g terbinafine-lactate were obtained. Starting materials: COC1=CC2=C(N3C(=NS2(=O)=O)CCC3)C=C1 (7-methoxy-2,3-dihydro-1H-pyrrolo[2,1-c]-[1,2,4]benzothiadiazine 5,5-dioxide), B(Br)(Br)Br (BBr3), O (water). The solvent is C(Cl)Cl (methylene chloride), C(Cl)Cl (methylene chloride). Run at time 24 hour. Yields the product C1CCC2=NS(C3=C(N21)C=CC(=C3)O)(=O)=O (2,3-Dihydro-1H-pyrrolo[2,1-c][1,2,4]benzothiadiazin-7-ol 5,5-dioxide). Reaction SMILES: B(Br)(Br)Br.C[O:6][C:7]1[CH:21]=[CH:20][C:10]2[N:11]3[CH2:19][CH2:18][CH2:17][C:12]3=[N:13][S:14](=[O:16])(=[O:15])[C:9]=2[CH:8]=1.O>C(Cl)Cl>[CH2:19]1[N:11]2[C:12](=[N:13][S:14](=[O:15])(=[O:16])[C:9]3[CH:8]=[C:7]([OH:6])[CH:21]=[CH:20][C:10]=32)[CH2:17][CH2:18]1. Procedure: A solution of BBr3 (68.75 mmol) in 25 ml of methylene chloride is added dropwise to a solution, cooled to 0° C., of 27.5 mmol of 7-methoxy-2,3-dihydro-1H-pyrrolo[2,1-c]-[1,2,4]benzothiadiazine 5,5-dioxide in 350 ml of methylene chloride. Stirring is carried out at ambient temperature for 24 hours. The reaction mixture is poured into a mixture of ice and water, and the suspension is stirred for 30 minutes. The precipitate is filtered off, rinsed several times with water, filtered under suction an... Reactants: O=C=NS(=O)(=O)c1ccccc1OC(F)F, Cc1cc(OC(F)F)nc(N)n1, C1COCCO1. The product is Cc1cc(OC(F)F)nc(NC(=O)NS(=O)(=O)c2ccccc2OC(F)F)n1. As a reaction SMILES: [F:1][CH:2]([O:3][c:4]1[c:5]([S:10](=[O:11])(=[O:12])[N:13]=[C:14]=[O:15])[cH:6][cH:7][cH:8][cH:9]1)[F:16].[NH2:17][c:18]1[n:19][c:20]([CH3:28])[cH:21][c:22]([O:24][CH:25]([F:26])[F:27])[n:23]1.[O:29]1[CH2:30][CH2:31][O:32][CH2:33][CH2:34]1>>[F:1][CH:2]([O:3][c:4]1[c:5]([S:10](=[O:11])(=[O:12])[NH:13][C:14](=[O:15])[NH:17][c:18]2[n:19][c:20]([CH3:28])[cH:21][c:22]([O:24][CH:25]([F:26])[F:27])[n:23]2)[cH:6][cH:7][cH:8][cH:9]1)[F:16]. Solvent: C(C)O (ethanol). RXN SMILES: [CH2:1]([O:3][C:4]([CH:6]1[CH2:18][CH2:17][C:16]2[C:15]3[C:10](=[CH:11][CH:12]=[C:13]([N+:19]([O-])=O)[CH:14]=3)[NH:9][C:8]=2[CH2:7]1)=[O:5])[CH3:2].[H][H]>[Ni].C(O)C>[CH2:1]([O:3][C:4]([CH:6]1[CH2:18][CH2:17][C:16]2[C:15]3[C:10](=[CH:11][CH:12]=[C:13]([NH2:19])[CH:14]=3)[NH:9][C:8]=2[CH2:7]1)=[O:5])[CH3:2]. Starting materials: C(C)OC(=O)C1CC=2NC3=CC=C(C=C3C2CC1)[N+](=O)[O-] (6-nitro-1,2,3,4-tetrahydrocarbazole-2-carboxylic acid ethyl ester), [H][H] (hydrogen), [H][H] (hydrogen). Product: C(C)OC(=O)C1CC=2NC3=CC=C(C=C3C2CC1)N (6-amino-1,2,3,4-tetrahydrocarbazole-2-carboxylic acid ethyl ester). Reagents/catalysts: [Ni] (Raney nickel). Reported procedure: A mixture of 1.3 g. of 6-nitro-1,2,3,4-tetrahydrocarbazole-2-carboxylic acid ethyl ester, 0.5 teaspoonful of Raney nickel and 100 ml. of ethanol was shaken in a Parr hydrogenation apparatus under 3.7 atmospheres of hydrogen at room temperature. After 2 hours of shaking the uptake of hydrogen had stopped. The catalyst was removed by filtration and the filtrate was concentrated to dryness, yielding 1.2 g. of product. Following recrystallization from a mixture of hexane and ethyl acetate, a yield o... Reactants: FC1=C(C=C(C=C1)C(F)(F)F)[N+](=O)[O-] (4-fluoro-3-nitrobenzotrifluoride), P(Cl)(Cl)(Cl)(Cl)Cl (phosphorous pentachloride). Yields the product 13.6, ClC=1C=C(C=CC1F)C(F)(F)F (3-chloro-4-fluorobenzotrifluoride). Solvent: O (water). Procedure details: Nine parts of the 4-fluoro-3-nitrobenzotrifluoride of Example I, and six parts of phosphorous pentachloride were sealed tightly under a nitrogen atmosphere in a tubular reactor. The sealed reactor was heated in an oil bath for about two hours at 170°-180° C. The reaction mixture was poured into water and extracted with diethyl ether. The organic layer was dried and distilled at atmospheric pressure to yield 13.6 parts of 3-chloro-4-fluorobenzotrifluoride. The structure was confirmed by gas chrom... Reaction SMILES: [F:1][C:2]1[CH:7]=[CH:6][C:5]([C:8]([F:11])([F:10])[F:9])=[CH:4][C:3]=1[N+]([O-])=O.P(Cl)(Cl)(Cl)(Cl)[Cl:16]>O>[Cl:16][C:3]1[CH:4]=[C:5]([C:8]([F:11])([F:10])[F:9])[CH:6]=[CH:7][C:2]=1[F:1].